Dataset: the Open Reaction Database (ORD), a public repository of structured organic reaction records. Task: describe an organic reaction: reactants, conditions, products, and yield The reactants are ClCOCCOC(C1=CC=CC=C1)=O (benzoyloxyethyl chloromethyl ether), CN(C=O)C (N,N-dimethylformamide), N1C=C(C2=CC=CN=C12)C=O (7-azaindole-3-carboxaldehyde), [H-].[Na+] (sodium hydride), CN(C=O)C (N,N-dimethylformamide), CN(C=O)C (N,N-dimethylformamide), [I-].[Na+] (sodium iodide), ice water. Run in O (water). Run at time 30 minute. Yields the product C(C1=CC=CC=C1)(=O)OC(C)OCC=1NC2=NC=CC=C2C1C=O (1-benzoyloxyethyloxymethyl-7-azaindole-3-carboxaldehyde). Yield: 99.0%. Reaction SMILES: [NH:1]1[C:9]2[C:4](=[CH:5][CH:6]=[CH:7][N:8]=2)[C:3]([CH:10]=[O:11])=[CH:2]1.[H-].[Na+].ClCO[CH2:17][CH2:18][O:19][C:20](=[O:27])[C:21]1[CH:26]=[CH:25][CH:24]=[CH:23][CH:22]=1.[I-].[Na+].CN(C)[CH:32]=[O:33]>O>[C:20]([O:19][CH:18]([O:33][CH2:32][C:2]1[NH:1][C:9]2[C:4]([C:3]=1[CH:10]=[O:11])=[CH:5][CH:6]=[CH:7][N:8]=2)[CH3:17])(=[O:27])[C:21]1[CH:22]=[CH:23][CH:24]=[CH:25][CH:26]=1 |f:1.2,4.5|. Procedure: A solution of 7-azaindole-3-carboxaldehyde (2 g, 13.7 mmol) in dry N,N-dimethylformamide (30 ml) was added dropwise, under nitrogen atmosphere, to a stirring suspension of 60% sodium hydride (oil dispersion) (0.6 g, 15 mmol) in dry N,N-dimethylformamide (10 ml) keeping the temperature between 5–10° C. (ice-water bath). After addition was completed, stirring was continued at the same temperature for 30 min. Then a solution of benzoyloxyethyl chloromethyl ether (3.8 g, 15 mmol) in dry N,N-dimethyl... Reactants: NC1=NC(=C(C(=C1C#N)SC)C#N)SCC=1N=C(SC1)C1=CC=C(C=C1)Cl (2-amino-6-({[2-(4-chlorophenyl)-1,3-thiazol-4-yl]methyl}thio)-4-(methyl-thio)pyridine-3,5-dicarbonitrile), OC1CCNCC1 (4-hydroxypiperidine), [Cl-].[NH4+] (ammonium chloride), C(C)(=O)OCC (ethyl acetate). The solvent is CC(=O)C (acetone). Product: NC1=NC(=C(C(=C1C#N)N1CCC(CC1)O)C#N)SCC=1N=C(SC1)C1=CC=C(C=C1)Cl (2-Amino-6-({[2-(4-chlorophenyl)-1,3-thiazol-4-yl]methyl}thio)-4-(4-hydroxypiperidin-1-yl)pyridine-3,5-dicarbonitrile). As a reaction SMILES: [NH2:1][C:2]1[C:7]([C:8]#[N:9])=[C:6](SC)[C:5]([C:12]#[N:13])=[C:4]([S:14][CH2:15][C:16]2[N:17]=[C:18]([C:21]3[CH:26]=[CH:25][C:24]([Cl:27])=[CH:23][CH:22]=3)[S:19][CH:20]=2)[N:3]=1.[OH:28][CH:29]1[CH2:34][CH2:33][NH:32][CH2:31][CH2:30]1.[Cl-].[NH4+].C(OCC)(=O)C>CC(C)=O>[NH2:1][C:2]1[C:7]([C:8]#[N:9])=[C:6]([N:32]2[CH2:33][CH2:34][CH:29]([OH:28])[CH2:30][CH2:31]2)[C:5]([C:12]#[N:13])=[C:4]([S:14][CH2:15][C:16]2[N:17]=[C:18]([C:21]3[CH:22]=[CH:23][C:24]([Cl:27])=[CH:25][CH:26]=3)[S:19][CH:20]=2)[N:3]=1 |f:2.3|. Procedure details: 100 mg (0.23 mmol) of 2-amino-6-({[2-(4-chlorophenyl)-1,3-thiazol-4-yl]methyl}thio)-4-(methyl-thio)pyridine-3,5-dicarbonitrile and 1000 mg (9.89 mmol) of 4-hydroxypiperidine are combined in 2 ml of acetone and stirred under reflux for 8 h. The mixture is then added to a mixture of semiconcentrated aqueous ammonium chloride solution and ethyl acetate. After vigorous mixing, the organic phase is separated off, washed with saturated sodium chloride solution, dried over magnesium sulfate and filtere...